This data is from the Open Reaction Database (ORD), a public repository of structured organic reaction records. The task is: describe an organic reaction: reactants, conditions, products, and yield Starting materials: Cl.O1C(COC2=C1C=CC=C2)CN (2,3-Dihydro-1,4-benzodioxin-2-methanamine hydrochloride), FC=1C=C2C(=CNC2=CC1)CCCBr (5-fluoro-3-(3-bromopropyl)indole), C(C)(C)N(CC)C(C)C (diisopropylethylamine). Solvent: CN(C)C=O (DMF), CN(C)C=O (DMF). Reaction conditions: temperature 80 celsius. Yields the product O1C(COC2=C1C=CC=C2)CNCCCC2=CNC1=CC=C(C=C21)F ((2,3-Dihydro-benzo[1,4]dioxin-2-ylmethyl)-[3-(5-fluoro-1H-indol-3-yl)-propyl]-amine). Yield: 16.0%. RXN SMILES: Cl.[O:2]1[C:7]2[CH:8]=[CH:9][CH:10]=[CH:11][C:6]=2[O:5][CH2:4][CH:3]1[CH2:12][NH2:13].[F:14][C:15]1[CH:16]=[C:17]2[C:21](=[CH:22][CH:23]=1)[NH:20][CH:19]=[C:18]2[CH2:24][CH2:25][CH2:26]Br.C(N(C(C)C)CC)(C)C>CN(C=O)C>[O:2]1[C:7]2[CH:8]=[CH:9][CH:10]=[CH:11][C:6]=2[O:5][CH2:4][CH:3]1[CH2:12][NH:13][CH2:26][CH2:25][CH2:24][C:18]1[C:17]2[C:21](=[CH:22][CH:23]=[C:15]([F:14])[CH:16]=2)[NH:20][CH:19]=1 |f:0.1|. Procedure details: 2,3-Dihydro-1,4-benzodioxin-2-methanamine hydrochloride (2.0 g, 10.0 mmole) in DMF (100 ml) was slowly added to the mixture of 5-fluoro-3-(3-bromopropyl)indole (2.6 g, 10.0 mmole) and diisopropylethylamine (8.7 ml, 50 mmole) in 100 ml of DMF with stirring and the mixture was heated at 80° C. for 24 hours. Most of DMF was removed and the residue was partitioned between dichloromethane and saturated aqueous sodium bicarbonate. The dichloromethane solution was dried over anhydrous sodium sulfate, f... Reactants: [BH4-], CC(=O)c1ccc(S(=O)(=O)Nc2cc(Br)cnc2Cl)cc1, CN, CCO, CO, CC(C)[O-], CC(C)[O-], CC(C)[O-], CC(C)[O-], N, [Na+], O, [Ti+4]. The product is CNC(C)c1ccc(S(=O)(=O)Nc2cc(Br)cnc2Cl)cc1. RXN SMILES: [BH4-:24].[C:1]([CH3:2])(=[O:3])[c:4]1[cH:5][cH:6][c:7]([S:10](=[O:11])(=[O:12])[NH:13][c:14]2[c:15]([Cl:21])[n:16][cH:17][c:18]([Br:20])[cH:19]2)[cH:8][cH:9]1.[CH3:22][NH2:23].[CH3:27][CH2:28][OH:29].[CH3:30][OH:31].[CH3:32][CH:33]([CH3:34])[O-:35].[CH3:37][CH:38]([CH3:39])[O-:40].[CH3:41][CH:42]([CH3:43])[O-:44].[CH3:45][CH:46]([CH3:47])[O-:48].[NH3:26].[Na+:25].[OH2:49].[Ti+4:36]>>[CH:1]([CH3:2])([c:4]1[cH:5][cH:6][c:7]([S:10](=[O:11])(=[O:12])[NH:13][c:14]2[c:15]([Cl:21])[n:16][cH:17][c:18]([Br:20])[cH:19]2)[cH:8][cH:9]1)[NH:23][CH3:22].